From a dataset of the Open Reaction Database (ORD), a public repository of structured organic reaction records. describe an organic reaction: reactants, conditions, products, and yield Reactants: [BH4-], CO, [Na+], O=C(COc1ccc(F)cc1)CN1CCC(O)(c2ccc(Cl)cc2)CC1, O. Reaction SMILES: [BH4-:27].[CH3:29][OH:30].[Na+:28].[O:1]=[C:2]([CH2:3][N:4]1[CH2:5][CH2:6][C:7]([OH:10])([c:11]2[cH:12][cH:13][c:14]([Cl:17])[cH:15][cH:16]2)[CH2:8][CH2:9]1)[CH2:18][O:19][c:20]1[cH:21][cH:22][c:23]([F:26])[cH:24][cH:25]1.[OH2:31]>>[OH:1][CH:2]([CH2:3][N:4]1[CH2:5][CH2:6][C:7]([OH:10])([c:11]2[cH:12][cH:13][c:14]([Cl:17])[cH:15][cH:16]2)[CH2:8][CH2:9]1)[CH2:18][O:19][c:20]1[cH:21][cH:22][c:23]([F:26])[cH:24][cH:25]1. The product is OC(COc1ccc(F)cc1)CN1CCC(O)(c2ccc(Cl)cc2)CC1. Reactants: ice water, C(CCCCCCC)C1CC2=CC=C(C=C2C1)B(O)O (2-octylindan-5-boronic acid), O(S(=O)(=O)C(F)(F)F)C1=CC=C(C=C1)C1=CC=C(C=C1)CCCCCCCCCC (4-(4-decylphenyl)phenyl triflate), C(C)O (ethanol), C([O-])([O-])=O.[Na+].[Na+] (sodium carbonate). Reagents/catalysts: [Pd].C1(=CC=CC=C1)P(C1=CC=CC=C1)C1=CC=CC=C1.C1(=CC=CC=C1)P(C1=CC=CC=C1)C1=CC=CC=C1.C1(=CC=CC=C1)P(C1=CC=CC=C1)C1=CC=CC=C1.C1(=CC=CC=C1)P(C1=CC=CC=C1)C1=CC=CC=C1 (tetrakis (triphenylphosphine) palladium). Run in C(C)(=O)OCC (Ethyl acetate), C1(=CC=CC=C1)C (toluene), O (water), C1(=CC=CC=C1)C (toluene). Product: C(CCCCCCC)C1CC2=CC=C(C=C2C1)C1=CC=C(C=C1)C1=CC=C(C=C1)CCCCCCCCCC (2-octyl-5-[4-(4-decylphenyl)phenyl]indan). The yield is 41.3%. RXN SMILES: [CH2:1]([CH:9]1[CH2:17][C:16]2[C:11](=[CH:12][CH:13]=[C:14](B(O)O)[CH:15]=2)[CH2:10]1)[CH2:2][CH2:3][CH2:4][CH2:5][CH2:6][CH2:7][CH3:8].O([C:29]1[CH:34]=[CH:33][C:32]([C:35]2[CH:40]=[CH:39][C:38]([CH2:41][CH2:42][CH2:43][CH2:44][CH2:45][CH2:46][CH2:47][CH2:48][CH2:49][CH3:50])=[CH:37][CH:36]=2)=[CH:31][CH:30]=1)S(C(F)(F)F)(=O)=O.C(O)C.C(=O)([O-])[O-].[Na+].[Na+]>[Pd].C1(P(C2C=CC=CC=2)C2C=CC=CC=2)C=CC=CC=1.C1(P(C2C=CC=CC=2)C2C=CC=CC=2)C=CC=CC=1.C1(P(C2C=CC=CC=2)C2C=CC=CC=2)C=CC=CC=1.C1(P(C2C=CC=CC=2)C2C=CC=CC=2)C=CC=CC=1.C(OCC)(=O)C.C1(C)C=CC=CC=1.O>[CH2:1]([CH:9]1[CH2:17][C:16]2[C:11](=[CH:12][CH:13]=[C:14]([C:29]3[CH:34]=[CH:33][C:32]([C:35]4[CH:36]=[CH:37][C:38]([CH2:41][CH2:42][CH2:43][CH2:44][CH2:45][CH2:46][CH2:47][CH2:48][CH2:49][CH3:50])=[CH:39][CH:40]=4)=[CH:31][CH:30]=3)[CH:15]=2)[CH2:10]1)[CH2:2][CH2:3][CH2:4][CH2:5][CH2:6][CH2:7][CH3:8] |f:3.4.5,6.7.8.9.10|. Procedure: 0.55 g (2.01 mM of 2-octylindan-5-boronic acid, 0.80 g (1.81 mM) of 4-(4-decylphenyl)phenyl triflate, 1.5 ml of ethanol, 2.8 ml of toluene, 2.8 ml of 2M-sodium carbonate aqueous solution and 0.09 g of tetrakis(triphenylphosphine)palladium (O) were mixed and heat-refluxed for 4 hours under stirring. After the reaction, the reaction mixture, water and toluene were added to followed by filtration under reduced pressure. The toluene layer was washed with a common salt aqueous solution followed by dr... Starting materials: CCOC(=O)CCCOc1ccc(C(=O)N2c3ccccc3C(N(C(C)=O)c3ccc(Cl)cc3)CC2C)cc1, CCNCC, CCN=C=NCCCN(C)C, CCOC(C)=O, CCO, [Na+], C1CCOC1, CN(C)C=O, [OH-], On1nnc2ccccc21. The product is CCN(CC)C(=O)CCCOc1ccc(C(=O)N2c3ccccc3C(N(C(C)=O)c3ccc(Cl)cc3)CC2C)cc1. RXN SMILES: [CH2:1]([O:3][C:4](=[O:2])[CH2:5][CH2:6][CH2:7][O:8][c:9]1[cH:10][cH:11][c:12]([C:15](=[O:16])[N:17]2[CH:18]([CH3:38])[CH2:19][CH:20]([N:27]([c:28]3[cH:29][cH:30][c:31]([Cl:34])[cH:32][cH:33]3)[C:35]([CH3:36])=[O:37])[c:21]3[cH:22][cH:23][cH:24][cH:25][c:26]32)[cH:13][cH:14]1)[CH3:39].[CH2:63]([CH3:64])[NH:65][CH2:66][CH3:67].[CH3:52][CH2:53][N:54]=[C:55]=[N:56][CH2:57][CH2:58][CH2:59][N:60]([CH3:61])[CH3:62].[CH3:73][CH2:74][O:75][C:76](=[O:77])[CH3:78].[CH3:84][CH2:85][OH:86].[Na+:41].[O:68]1[CH2:69][CH2:70][CH2:71][CH2:72]1.[O:79]=[CH:80][N:81]([CH3:82])[CH3:83].[OH-:40].[OH:42][n:43]1[c:44]2[c:45]([cH:46][cH:47][cH:48][cH:49]2)[n:50][n:51]1>>[O:3]=[C:4]([CH2:5][CH2:6][CH2:7][O:8][c:9]1[cH:10][cH:11][c:12]([C:15](=[O:16])[N:17]2[CH:18]([CH3:38])[CH2:19][CH:20]([N:27]([c:28]3[cH:29][cH:30][c:31]([Cl:34])[cH:32][cH:33]3)[C:35]([CH3:36])=[O:37])[c:21]3[cH:22][cH:23][cH:24][cH:25][c:26]32)[cH:13][cH:14]1)[N:65]([CH2:63][CH3:64])[CH2:66][CH3:67]. Starting materials: BrCc1ccccc1, CNc1cc([N+](=O)[O-])ccc1C, [K+], [K+], O=C([O-])[O-], CN(C)C=O. Yields the product Cc1ccc([N+](=O)[O-])cc1N(C)Cc1ccccc1. RXN SMILES: [Br:19][CH2:20][c:21]1[cH:22][cH:23][cH:24][cH:25][cH:26]1.[CH3:7][NH:8][c:9]1[c:10]([CH3:18])[cH:11][cH:12][c:13]([N+:15](=[O:16])[O-:17])[cH:14]1.[K+:1].[K+:2].[O-:3][C:4]([O-:5])=[O:6].[O:27]=[CH:28][N:29]([CH3:30])[CH3:31]>>[CH3:7][N:8]([c:9]1[c:10]([CH3:18])[cH:11][cH:12][c:13]([N+:15](=[O:16])[O-:17])[cH:14]1)[CH2:20][c:21]1[cH:22][cH:23][cH:24][cH:25][cH:26]1.